This data is from the Open Reaction Database (ORD), a public repository of structured organic reaction records. The task is: describe an organic reaction: reactants, conditions, products, and yield Reactants: O=P12OP3(=O)OP(=O)(O1)OP(=O)(O2)O3 (P2O5), ClC1=CC=C(C(=N1)C#N)[N+](=O)[O-] (6-chloro-3-nitro-pyridine-2-carbonitrile), [O-]S(=O)S(=O)[O-].[Na+].[Na+] (Na2S2O4), C(C)(=O)O (acetic acid). Run in O (water). Reaction conditions: time 20 minute. Yields the product NC=1C(=NC(=CC1)Cl)C#N (3-amino-6-chloro-pyridine-2-carbonitrile). Yield: 80.3%. RXN SMILES: [Cl:1][C:2]1[N:7]=[C:6]([C:8]#[N:9])[C:5]([N+:10]([O-])=O)=[CH:4][CH:3]=1.C(O)(=O)C.[O-]S(S([O-])=O)=O.[Na+].[Na+].O=P12OP3(OP(OP(O3)(O1)=O)(=O)O2)=O>O>[NH2:10][C:5]1[C:6]([C:8]#[N:9])=[N:7][C:2]([Cl:1])=[CH:3][CH:4]=1 |f:2.3.4|. Reported procedure: To a suspension of 6-chloro-3-nitro-pyridine-2-carbonitrile (5.5 g, 30 mmol) in water (100 ml), was added acetic acid (5.4 ml, 90 mmol). The mixture was stirred at room temperature for 20 minutes. Then, Na2S2O4 (20 g, 86%, 90 mmol) was added slowly. The reaction mixture was stirred at room temperature for another 2 hours. The precipitate was filtered off and washed with cold water (2×10 ml). The precipitate was dried over P2O5 yielding the title compound as a yellowish solid (3.7 g, yield: 80%) ...